From a dataset of the Open Reaction Database (ORD), a public repository of structured organic reaction records. describe an organic reaction: reactants, conditions, products, and yield Starting materials: CC(CCl)CBr, Oc1cccc(Cl)c1. The product is CC(CCl)COc1cccc(Cl)c1. Reaction SMILES: [Br:9][CH2:10][CH:11]([CH2:12][Cl:13])[CH3:14].[OH:1][c:2]1[cH:3][cH:4][cH:5][c:6]([Cl:7])[cH:8]1>>[O:1]([c:2]1[cH:3][cH:4][cH:5][c:6]([Cl:7])[cH:8]1)[CH2:10][CH:11]([CH2:12][Cl:13])[CH3:14]. The reactants are ClC1=CC2=C(N(C(=N2)C)CC)C=C1Cl (5,6-dichloro-1-ethyl-2-methylbenzoimidazole), ClCCNS(=O)(=O)C (N-(2-chloroethyl)methanesulfonamide). Solvent: C1(=CC=CC=C1)OC (anisole). Conditions: temperature 150 celsius, time 2 hour. Yields the product [Cl-].ClC1=CC2=C([N+](=C(N2CCNS(=O)(=O)C)C)CC)C=C1Cl (5,6-dichloro-1-ethyl-3-(2-methanesulfonylaminoethyl)-2-methylbenzoimidazolium chloride). As a reaction SMILES: [Cl:1][C:2]1[C:13]([Cl:14])=[CH:12][C:5]2[N:6]([CH2:10][CH3:11])[C:7]([CH3:9])=[N:8][C:4]=2[CH:3]=1.Cl[CH2:16][CH2:17][NH:18][S:19]([CH3:22])(=[O:21])=[O:20]>C1(OC)C=CC=CC=1>[Cl-:1].[Cl:1][C:2]1[C:13]([Cl:14])=[CH:12][C:5]2[N+:6]([CH2:10][CH3:11])=[C:7]([CH3:9])[N:8]([CH2:16][CH2:17][NH:18][S:19]([CH3:22])(=[O:21])=[O:20])[C:4]=2[CH:3]=1 |f:3.4|. Reported procedure: 22.9 g (0.1 mol) of 5,6-dichloro-1-ethyl-2-methylbenzoimidazole and 23.6 g (0.15 mol) of N-(2-chloroethyl)methanesulfonamide were put into a 200-ml three-necked flask equipped with a stirrer and heated with stirring for 2 hours on an oil bath which had been heated to a temperature of 150° C. Then, 20 ml of anisole was added to the mixture. The mixture was then allowed to cool to room temperature with stirring. The resulting crystals were filtered off, washed with acetone and isopropanol, and dri... Reactants: BrC=1C=C2C(C(=COC2=CC1)C=O)=O (6-bromo-3-formylchromone), BrN1C(CCC1=O)=O (N-bromosuccinimide), ClC1=CC=C(CN)C=C1 (4-chlorobenzylamine). Run in C(Cl)(Cl)(Cl)Cl (carbon tetrachloride). Reaction conditions: time 30 minute. The product is ClC1=CC=C(CNC(=O)C2=COC3=CC=C(C=C3C2=O)C#CCO)C=C1 (N-(4-Chlorobenzyl)-6-(3-hydroxy-1-propynyl)-4-oxo-4H-chromene-3-carboxamide). Yield: 23.0%. RXN SMILES: Br[C:2]1[CH:3]=[C:4]2[C:9](=[CH:10][CH:11]=1)[O:8][CH:7]=[C:6]([CH:12]=[O:13])[C:5]2=[O:14].BrN1[C:20](=[O:21])[CH2:19][CH2:18]C1=O.[Cl:23][C:24]1[CH:31]=[CH:30][C:27]([CH2:28][NH2:29])=[CH:26][CH:25]=1>C(Cl)(Cl)(Cl)Cl>[Cl:23][C:24]1[CH:31]=[CH:30][C:27]([CH2:28][NH:29][C:12]([C:6]2[C:5](=[O:14])[C:4]3[C:9](=[CH:10][CH:11]=[C:2]([C:18]#[C:19][CH2:20][OH:21])[CH:3]=3)[O:8][CH:7]=2)=[O:13])=[CH:26][CH:25]=1. Procedure: A mixture of 6-bromo-3-formylchromone (1.2 g) and N-bromosuccinimide (0.82 g) in carbon tetrachloride (30 mL) is irradiated with a sun lamp (625 watt) for 20 minutes. The cooled reaction is then treated with 4-chlorobenzylamine (2 mL) and stirred 30 minutes. The resulting amide intermediate is purified by chromatography on silica gel 60 in ethyl acetate/CH2Cl2 mixtures and then recrystallized from CH2Cl2/hexane. (54%, M.p. 182-183° C.) A portion of the resulting amide (0.2 g) in dioxane is combi... Reactants: FC=1C=C(C=CC1)CCC=1C(=NC=CC1)C(=O)NC(C)(C)C (3-[2-(3-fluorophenyl)ethyl]-N-(1,1-dimethylethyl)-2-pyridine carboxamide), P(=O)(Cl)(Cl)Cl (phosphorous oxychloride). Run at time 15 hour. The product is FC=1C=C(C=CC1)CCC=1C(=NC=CC1)C#N (3-[2-(3-Fluorophenyl)ethyl]-2-pyridine-carbonitrile). The yield is 59.5%. Reaction SMILES: [F:1][C:2]1[CH:3]=[C:4]([CH2:8][CH2:9][C:10]2[C:11]([C:16]([NH:18]C(C)(C)C)=O)=[N:12][CH:13]=[CH:14][CH:15]=2)[CH:5]=[CH:6][CH:7]=1.P(Cl)(Cl)(Cl)=O>>[F:1][C:2]1[CH:3]=[C:4]([CH2:8][CH2:9][C:10]2[C:11]([C:16]#[N:18])=[N:12][CH:13]=[CH:14][CH:15]=2)[CH:5]=[CH:6][CH:7]=1. Procedure: A solution of 3-[2-(3-fluorophenyl)ethyl]-N-(1,1-dimethylethyl)-2-pyridine carboxamide (36.4 g, 0.121 mole) in 123 mL (202.3 g, 1.32 mole) of phosphorous oxychloride is heated at 110° C. for 3.5 hours and stirred at ambient temperature an additional 15 hours. The reaction is quenched with ice and water and the pH of the solution is brought to 8 by the addition of a saturated aqueous solution of potassium carbonate. The product is extracted into ethyl acetate and the solution is concentrated to a... The reactants are C([O-])([O-])=O.[K+].[K+] (potassium carbonate), N1(CCCCC1)CCC1CC2=CC=C(C=C2CC1)OCC1=CC=C(C(=O)[O-])C=C1 (4-[[2-(2-piperidinoethyl)-6-tetralinyl]oxymethyl]benzoate), COC1=CC=C(N)C=C1 (4-methoxyaniline), C=1C=CC2=C(C1)N=NN2O (HOBt). The reagents and catalysts are CN(C)C=1C=CN=CC1 (DMAP). Solvent: O (water), CN(C)C=O (DMF), C1CCOC1 (THF), C(C)(=O)OCC (ethyl acetate). Reaction conditions: time 12 hour. The product is COC1=CC=C(C=C1)NC(C1=CC=C(C=C1)COC=1C=C2CCC(CC2=CC1)CCN1CCCCC1)=O (N-(4-Methoxyphenyl)-4-[[2-(2-piperidinoethyl)-6-tetralinyl]oxymethyl]benzamide). Yield: 65.2%. RXN SMILES: [N:1]1([CH2:7][CH2:8][CH:9]2[CH2:18][CH2:17][C:16]3[C:11](=[CH:12][CH:13]=[C:14]([O:19][CH2:20][C:21]4[CH:29]=[CH:28][C:24]([C:25]([O-])=[O:26])=[CH:23][CH:22]=4)[CH:15]=3)[CH2:10]2)[CH2:6][CH2:5][CH2:4][CH2:3][CH2:2]1.[CH3:30][O:31][C:32]1[CH:38]=[CH:37][C:35]([NH2:36])=[CH:34][CH:33]=1.C1C=CC2N(O)N=NC=2C=1.C(=O)([O-])[O-].[K+].[K+]>CN(C1C=CN=CC=1)C.C(OCC)(=O)C.C1COCC1.O.CN(C=O)C>[CH3:30][O:31][C:32]1[CH:38]=[CH:37][C:35]([NH:36][C:25](=[O:26])[C:24]2[CH:28]=[CH:29][C:21]([CH2:20][O:19][C:14]3[CH:13]=[C:12]4[C:17](=[CH:16][CH:15]=3)[CH2:18][CH:9]([CH2:8][CH2:7][N:1]3[CH2:2][CH2:3][CH2:4][CH2:5][CH2:6]3)[CH2:10][CH2:11]4)=[CH:22][CH:23]=2)=[CH:34][CH:33]=1 |f:3.4.5|. Procedure: WSCD (0.11 ml) was added to DMF solution (2 ml) of 4-[[2-(2-piperidinoethyl)-6-tetralinyl]oxymethyl]benzoate (170 mg), 4-methoxyaniline (53 mg), HOBt (70 mg) and DMAP (60 mg) at room temperature, which was stirred for 12 hours. 10% aqueous potassium carbonate solution and water was added to the reaction mixture, and extraction was conducted using a mixed solution of THF and ethyl acetate. The organic layer was washed with water and saturated aqueous sodium chloride solution, dried, and then conc...